From a dataset of the Open Reaction Database (ORD), a public repository of structured organic reaction records. describe an organic reaction: reactants, conditions, products, and yield Reactants: IC1=CC=C(CBr)C=C1 (4-iodobenzyl bromide), N1CCC(CC1)C(C)(C)O (2-piperidin-4-ylpropan-2-ol). Run in ClCCl.C(C)O (dichloromethane ethanol). Product: IC1=CC=C(CN2CCC(CC2)C(C)(C)O)C=C1 (2-[1-(4-iodobenzyl)piperidin-4-yl]propan-2-ol). As a reaction SMILES: [I:1][C:2]1[CH:9]=[CH:8][C:5]([CH2:6]Br)=[CH:4][CH:3]=1.[NH:10]1[CH2:15][CH2:14][CH:13]([C:16]([OH:19])([CH3:18])[CH3:17])[CH2:12][CH2:11]1>ClCCl.C(O)C>[I:1][C:2]1[CH:9]=[CH:8][C:5]([CH2:6][N:10]2[CH2:15][CH2:14][CH:13]([C:16]([OH:19])([CH3:18])[CH3:17])[CH2:12][CH2:11]2)=[CH:4][CH:3]=1 |f:2.3|. Reported procedure: Prepared analogously to Example 1.1.c. from 4-iodobenzyl bromide and 2-piperidin-4-ylpropan-2-ol. Yield: 1.01 g (67% of theory); C15H22INO (M=359.25); calc.: molecular ion peak (M+H)+: 360; found: molecular ion peak (M+H)+: 360; Rf value: 0.4 (silica gel, dichloromethane/ethanol (20:1)). As a reaction SMILES: [CH2:1]([c:2]1[cH:3][cH:4][cH:5][cH:6][cH:7]1)[N:8]1[C:9](=[O:24])[N:10]([CH3:23])[CH:11]([CH2:13][c:14]2[cH:15][cH:16][c:17]([N+:20]([O-:21])=[O:22])[cH:18][cH:19]2)[CH2:12]1.[CH2:27]([OH:28])[CH3:29].[ClH:25].[OH2:26]>>[CH2:1]([c:2]1[cH:3][cH:4][cH:5][cH:6][cH:7]1)[N:8]1[C:9](=[O:24])[N:10]([CH3:23])[CH:11]([CH2:13][c:14]2[cH:15][cH:16][c:17]([NH2:20])[cH:18][cH:19]2)[CH2:12]1.[ClH:25]. The reactants are CN1C(=O)N(Cc2ccccc2)CC1Cc1ccc([N+](=O)[O-])cc1, CCO, Cl, O. Yields the product CN1C(=O)N(Cc2ccccc2)CC1Cc1ccc(N)cc1, Cl. The reactants are CC(C)O, O=[N+]([O-])c1ccc(Cl)nc1, NCCCc1c[nH]cn1. Yields the product O=[N+]([O-])c1ccc(NCCCc2c[nH]cn2)nc1. As a reaction SMILES: [CH3:20][CH:21]([OH:22])[CH3:23].[Cl:10][c:11]1[n:12][cH:13][c:14]([N+:17](=[O:18])[O-:19])[cH:15][cH:16]1.[nH:1]1[cH:2][n:3][c:4]([CH2:6][CH2:7][CH2:8][NH2:9])[cH:5]1>>[nH:1]1[cH:2][n:3][c:4]([CH2:6][CH2:7][CH2:8][NH:9][c:11]2[n:12][cH:13][c:14]([N+:17](=[O:18])[O-:19])[cH:15][cH:16]2)[cH:5]1. As a reaction SMILES: [CH:1]1[C:6]([OH:7])=[CH:5][CH:4]=[CH:3][C:2]=1[CH3:8].[Cl:9][C:10]1[CH:11]=[C:12]([C:17]([F:20])([F:19])[F:18])[CH:13]=[CH:14][C:15]=1Cl>>[Cl:9][C:10]1[CH:11]=[C:12]([C:17]([F:18])([F:19])[F:20])[CH:13]=[CH:14][C:15]=1[O:7][C:6]1[CH:1]=[C:2]([CH3:8])[CH:3]=[CH:4][CH:5]=1. Yields the product ClC1=C(OC=2C=C(C=CC2)C)C=CC(=C1)C(F)(F)F (3-(2-chloro-4-trifluoromethylphenoxy)toluene). Reactants: C1=C(C=CC=C1O)C (m-cresol), ClC=1C=C(C=CC1Cl)C(F)(F)F (3,4-dichlorobenzotrifluoride). Procedure details: reacting the salt of m-cresol with 3,4-dichlorobenzotrifluoride to form a 3-(2-chloro-4-trifluoromethylphenoxy)toluene; RXN SMILES: [CH3:2][n+:3]1[cH:4][cH:5][n:6]([C:8]([N:9]=[c:10]2[s:11][c:12]([CH3:29])[cH:13][n:14]2-[c:15]2[cH:16][c:17]3[c:18]([cH:27][cH:28]2)[O:19][C:20]([F:25])([F:26])[C:21]([F:23])([F:24])[O:22]3)=[O:30])[cH:7]1.[CH3:46][C:47]#[N:48].[CH:37]([N:38]([CH2:39][CH3:40])[CH:41]([CH3:42])[CH3:43])([CH3:44])[CH3:45].[Cl:49][CH2:50][Cl:51].[I-:1].[NH:31]1[CH2:32][CH:33]([OH:36])[CH2:34][CH2:35]1>>[C:8]([N:9]=[c:10]1[s:11][c:12]([CH3:29])[cH:13][n:14]1-[c:15]1[cH:16][c:17]2[c:18]([cH:27][cH:28]1)[O:19][C:20]([F:25])([F:26])[C:21]([F:23])([F:24])[O:22]2)(=[O:30])[N:31]1[CH2:32][CH:33]([OH:36])[CH2:34][CH2:35]1. Starting materials: Cc1cn(-c2ccc3c(c2)OC(F)(F)C(F)(F)O3)c(=NC(=O)n2cc[n+](C)c2)s1, CC#N, CCN(C(C)C)C(C)C, ClCCl, [I-], OC1CCNC1. The product is Cc1cn(-c2ccc3c(c2)OC(F)(F)C(F)(F)O3)c(=NC(=O)N2CCC(O)C2)s1. Reactants: BrC=1N=C(NC1)C1=CC=C(C=C1)O (4-Bromo-2-(4-hydroxyphenyl)imidazole), Cl (HCl). Conditions: time 5 day. The product is ClC=1N=C(NC1)C1=CC=C(C=C1)O (4-Chloro-2-(p-hydroxyphenyl)imidazole). Isolated yield 49.0%. RXN SMILES: Br[C:2]1[N:3]=[C:4]([C:7]2[CH:12]=[CH:11][C:10]([OH:13])=[CH:9][CH:8]=2)[NH:5][CH:6]=1.[ClH:14]>>[Cl:14][C:2]1[N:3]=[C:4]([C:7]2[CH:12]=[CH:11][C:10]([OH:13])=[CH:9][CH:8]=2)[NH:5][CH:6]=1. Procedure details: Into a glass, thick-walled tube was placed 11 (1.5 g, 0.0063 mol) and 12N HCl (100 ml). The contents were frozen and the tube sealed and placed in a bath at 120° C. After 5 days, the contents in the tube were cooled, filtered, the solid stirred overnight with saturated NaHCO3 solution and filtered to yield 0.59 g (49%) of 13. The reactants are N#CC(O)c1cccc(Oc2ccccc2)c1, ClCCl, CN(C)c1ccncc1, C(=NC1CCCCC1)=NC1CCCCC1, CC(C)C(Nc1ccc(C(F)(F)F)cc1Cl)C(=O)O, ClC(Cl)Cl. Yields the product CC(C)C(Nc1ccc(C(F)(F)F)cc1Cl)C(=O)OC(C#N)c1cccc(Oc2ccccc2)c1. RXN SMILES: [C:23](#[N:24])[CH:25]([c:26]1[cH:27][c:28]([O:32][c:33]2[cH:34][cH:35][cH:36][cH:37][cH:38]2)[cH:29][cH:30][cH:31]1)[OH:39].[CH2:1]([Cl:2])[Cl:3].[CH3:55][N:56]([CH3:57])[c:58]1[cH:59][cH:60][n:61][cH:62][cH:63]1.[CH:40]1([N:41]=[C:42]=[N:43][CH:44]2[CH2:45][CH2:46][CH2:47][CH2:48][CH2:49]2)[CH2:50][CH2:51][CH2:52][CH2:53][CH2:54]1.[Cl:4][c:5]1[c:6]([NH:15][CH:16]([C:17](=[O:18])[OH:19])[CH:20]([CH3:21])[CH3:22])[cH:7][cH:8][c:9]([C:11]([F:12])([F:13])[F:14])[cH:10]1.[Cl:64][CH:65]([Cl:66])[Cl:67]>>[Cl:4][c:5]1[c:6]([NH:15][CH:16]([C:17](=[O:18])[O:19][CH:25]([C:23]#[N:24])[c:26]2[cH:27][c:28]([O:32][c:33]3[cH:34][cH:35][cH:36][cH:37][cH:38]3)[cH:29][cH:30][cH:31]2)[CH:20]([CH3:21])[CH3:22])[cH:7][cH:8][c:9]([C:11]([F:12])([F:13])[F:14])[cH:10]1. Starting materials: Cl.NCCC1=CC(=NO1)C1=C(C(=C(C#N)C=C1)Cl)C (4-(5-(2-aminoethyl)isoxazol-3-yl)-2-chloro-3-methylbenzonitrile hydrochloride), N1=CC(=CC=C1)C1=NNC(=C1)C(=O)O (3-(pyridin-3-yl)-1H-pyrazole-5-carboxylic acid), C1=CC=C2C(=C1)N=NN2O.O (HOBt hydrate), CCN(C(C)C)C(C)C (DIPEA), CCN=C=NCCCN(C)C (EDCI). Solvent: C(Cl)Cl (DCM). Yields the product ClC=1C(=C(C=CC1C#N)C1=NOC(=C1)CCNC(=O)C1=CC(=NN1)C=1C=NC=CC1)C (N-(2-(3-(3-chloro-4-cyano-2-methylphenyl)isoxazol-5-yl)ethyl)-3-(pyridin-3-yl)-1H-pyrazole-5-carboxamide). The yield is 16.3%. RXN SMILES: Cl.[NH2:2][CH2:3][CH2:4][C:5]1[O:9][N:8]=[C:7]([C:10]2[CH:17]=[CH:16][C:13]([C:14]#[N:15])=[C:12]([Cl:18])[C:11]=2[CH3:19])[CH:6]=1.[N:20]1[CH:25]=[CH:24][CH:23]=[C:22]([C:26]2[CH:30]=[C:29]([C:31](O)=[O:32])[NH:28][N:27]=2)[CH:21]=1.C1C=C2N=NN(O)C2=CC=1.O.CCN(C(C)C)C(C)C.CCN=C=NCCCN(C)C>C(Cl)Cl>[Cl:18][C:12]1[C:11]([CH3:19])=[C:10]([C:7]2[CH:6]=[C:5]([CH2:4][CH2:3][NH:2][C:31]([C:29]3[NH:28][N:27]=[C:26]([C:22]4[CH:21]=[N:20][CH:25]=[CH:24][CH:23]=4)[CH:30]=3)=[O:32])[O:9][N:8]=2)[CH:17]=[CH:16][C:13]=1[C:14]#[N:15] |f:0.1,3.4|. Procedure details: N-(2-(3-(3-chloro-4-cyano-2-methylphenyl)isoxazol-5-yl)ethyl)-3-(pyridin-3-yl)-1H-pyrazole-5-carboxamide was prepared from 4-(5-(2-aminoethyl)isoxazol-3-yl)-2-chloro-3-methylbenzonitrile hydrochloride (54.8 g, 0.184 mmol), 3-(pyridin-3-yl)-1H-pyrazole-5-carboxylic acid (34.8 mg, 0.184 mmol), HOBt hydrate (42.2 mg, 0.276 mmol), DIPEA (0.096 ml, 0.551 mmol) and EDCI (53 mg, 0.276 mmol) using DCM as solvent as described in previous Example. The crude product was purified by preparative HPLC to give... The reactants are O=C(Cl)c1ccccc1I, NC1CCCCC1, C1CCOC1, c1ccccc1. Product: O=C(NC1CCCCC1)c1ccccc1I. As a reaction SMILES: [I:8][c:9]1[c:10]([C:11](=[O:12])[Cl:13])[cH:14][cH:15][cH:16][cH:17]1.[NH2:1][CH:2]1[CH2:3][CH2:4][CH2:5][CH2:6][CH2:7]1.[O:24]1[CH2:25][CH2:26][CH2:27][CH2:28]1.[cH:18]1[cH:19][cH:20][cH:21][cH:22][cH:23]1>>[NH:1]([CH:2]1[CH2:3][CH2:4][CH2:5][CH2:6][CH2:7]1)[C:11]([c:10]1[c:9]([I:8])[cH:17][cH:16][cH:15][cH:14]1)=[O:12].